From a dataset of the Open Reaction Database (ORD), a public repository of structured organic reaction records. describe an organic reaction: reactants, conditions, products, and yield The reactants are CC(=O)N(Cc1ccc(-c2ccccc2)cc1Cl)c1nc(Br)ccc1[N+](=O)[O-], Cl, [Na+], C1COCCO1, [OH-], O. Product: O=[N+]([O-])c1ccc(Br)nc1NCc1ccc(-c2ccccc2)cc1Cl. Reaction SMILES: [Br:1][c:2]1[cH:3][cH:4][c:5]([N+:26](=[O:27])[O-:28])[c:6]([N:8]([C:9](=[O:10])[CH3:11])[CH2:12][c:13]2[c:14]([Cl:25])[cH:15][c:16](-[c:19]3[cH:20][cH:21][cH:22][cH:23][cH:24]3)[cH:17][cH:18]2)[n:7]1.[ClH:31].[Na+:30].[O:33]1[CH2:34][CH2:35][O:36][CH2:37][CH2:38]1.[OH-:29].[OH2:32]>>[Br:1][c:2]1[cH:3][cH:4][c:5]([N+:26](=[O:27])[O-:28])[c:6]([NH:8][CH2:12][c:13]2[c:14]([Cl:25])[cH:15][c:16](-[c:19]3[cH:20][cH:21][cH:22][cH:23][cH:24]3)[cH:17][cH:18]2)[n:7]1. Starting materials: NS(=O)(=O)C1=C(C=NC(=C1O)[N+](=O)[O-])Cl (4-(aminosulfonyl) 3-chloro 5-hydroxy 6-nitro pyridine). The reagents and catalysts are [Pd] (Pd/C). Run in C(C)(=O)OCC (ethyl acetate). Conditions: time 4 hour. Yields the product NS(=O)(=O)C1=C(C=NC(=C1O)N)Cl (4-(aminosulfonyl) 3-chloro 5-hydroxy 6-amino pyridine). As a reaction SMILES: [NH2:1][S:2]([C:5]1[C:10]([OH:11])=[C:9]([N+:12]([O-])=O)[N:8]=[CH:7][C:6]=1[Cl:15])(=[O:4])=[O:3]>C(OCC)(=O)C.[Pd]>[NH2:1][S:2]([C:5]1[C:10]([OH:11])=[C:9]([NH2:12])[N:8]=[CH:7][C:6]=1[Cl:15])(=[O:3])=[O:4]. Procedure details: To a solution of 4-(aminosulfonyl) 3-chloro 5-hydroxy 6-nitro pyridine (4.36 mmol) in ethyl acetate, was added 10% Pd/C (500 mg). The mixture was flushed with argon, and then stirred under a hydrogen atmosphere at balloon pressure for 4 hours at room temperature. The mixture was filtered through celite and the celite was washed with methanol. The solvent was evaporated to give the desired product. The reactants are CCC1CC(=O)N(Cc2ccc(C#N)cc2)N=C1c1ccc(O)c(O)c1, [Na+], [OH-], O, O=S(=O)(O)O. Product: CCC1CC(=O)N(Cc2ccc(C(=O)O)cc2)N=C1c1ccc(O)c(O)c1. As a reaction SMILES: [C:1](#[N:2])[c:3]1[cH:4][cH:5][c:6]([CH2:7][N:8]2[N:9]=[C:10]([c:17]3[cH:18][c:19]([OH:24])[c:20]([OH:23])[cH:21][cH:22]3)[CH:11]([CH2:15][CH3:16])[CH2:12][C:13]2=[O:14])[cH:25][cH:26]1.[Na+:28].[OH-:27].[OH2:34].[S:29]([OH:30])(=[O:31])(=[O:32])[OH:33]>>[C:1]([c:3]1[cH:4][cH:5][c:6]([CH2:7][N:8]2[N:9]=[C:10]([c:17]3[cH:18][c:19]([OH:24])[c:20]([OH:23])[cH:21][cH:22]3)[CH:11]([CH2:15][CH3:16])[CH2:12][C:13]2=[O:14])[cH:25][cH:26]1)(=[O:27])[OH:30]. The reactants are ClC(Cl)Cl, O=[Cr](=O)([O-])Cl, CC(C)(C)OC(=O)Nc1ccccc1CO, c1cc[nH+]cc1. The product is CC(C)(C)OC(=O)Nc1ccccc1C=O. Reaction SMILES: [CH:28]([Cl:29])([Cl:30])[Cl:31].[O:1]=[Cr:2]([Cl:3])([O-:4])=[O:5].[OH:12][CH2:13][c:14]1[c:15]([NH:20][C:21]([O:22][C:23]([CH3:24])([CH3:25])[CH3:26])=[O:27])[cH:16][cH:17][cH:18][cH:19]1.[nH+:6]1[cH:7][cH:8][cH:9][cH:10][cH:11]1>>[O:12]=[CH:13][c:14]1[c:15]([NH:20][C:21]([O:22][C:23]([CH3:24])([CH3:25])[CH3:26])=[O:27])[cH:16][cH:17][cH:18][cH:19]1. Starting materials: CN(C)C(=O)CC1CCC=C1Br, CC[BH-](CC)CC, C1CCOC1, [Li+]. The product is OCCC1CCC=C1Br. As a reaction SMILES: [Br:1][C:2]1=[CH:6][CH2:5][CH2:4][CH:3]1[CH2:7][C:8](=[O:9])[N:10]([CH3:11])[CH3:12].[CH2:13]([BH-:14]([CH2:15][CH3:16])[CH2:17][CH3:18])[CH3:19].[CH2:21]1[O:22][CH2:23][CH2:24][CH2:25]1.[Li+:20]>>[Br:1][C:2]1=[CH:6][CH2:5][CH2:4][CH:3]1[CH2:7][CH2:8][OH:9]. Reactants: COC1=C(CNC=2OCC3=C(N2)C=CC(=C3)N)C=CC=C1 (N2-(2-Methoxy-benzyl)-4H-benzo[d][1,3]oxazine-2,6-diamine), ClCC(=O)Cl (chloroacetyl chloride). Product: ClCC(=O)NC1=CC2=C(N=C(OC2)NCC2=C(C=CC=C2)OC)C=C1 (2-Chloro-N-[2-(2-methoxy-benzylamino)-4H-benzo[d][1,3]oxazin-6-yl]-acetamide). Yield: 52.6%. As a reaction SMILES: [CH3:1][O:2][C:3]1[CH:21]=[CH:20][CH:19]=[CH:18][C:4]=1[CH2:5][NH:6][C:7]1[O:8][CH2:9][C:10]2[CH:16]=[C:15]([NH2:17])[CH:14]=[CH:13][C:11]=2[N:12]=1.[Cl:22][CH2:23][C:24](Cl)=[O:25]>>[Cl:22][CH2:23][C:24]([NH:17][C:15]1[CH:14]=[CH:13][C:11]2[N:12]=[C:7]([NH:6][CH2:5][C:4]3[CH:18]=[CH:19][CH:20]=[CH:21][C:3]=3[O:2][CH3:1])[O:8][CH2:9][C:10]=2[CH:16]=1)=[O:25]. Reported procedure: Prepared from N2-(2-methoxy-benzyl)-4H-benzo[d][1,3]oxazine-2,6-diamine (Example 4) (1.26 g, 4.45 mmol) and chloroacetyl chloride (0.39 ml, 4.89 mmol) according to the procedure described for Example 17. Obtained the title compound as a white solid (842 mg, 42%, HPLC 0.889 min 81%), MS (ISP) m/e=360.3 [(M+H)+] and 362.1 [(M+2+H)+]. Conditions: temperature 100 celsius, time 30 minute. The solvent is O1CCOCC1 (1,4-dioxane). As a reaction SMILES: C([C:5]1[C:6]([NH2:43])=[C:7]([CH:11]=[CH:12][C:13]=1[C@H:14]([NH:17][C:18]([N:20]1[C:26](=[O:27])[C@@H:25]([CH2:28][C:29]2[CH:34]=[C:33]([Cl:35])[CH:32]=[CH:31][C:30]=2[O:36][CH3:37])[CH2:24][NH:23][C:22](=[N:38][NH:39][C:40](=O)[CH3:41])[CH2:21]1)=[O:19])[CH2:15][CH3:16])[C:8]([OH:10])=[O:9])(C)(C)C>O1CCOCC1>[NH2:43][C:6]1[CH:5]=[C:13]([C@H:14]([NH:17][C:18]([N:20]2[C:26](=[O:27])[C@@H:25]([CH2:28][C:29]3[CH:34]=[C:33]([Cl:35])[CH:32]=[CH:31][C:30]=3[O:36][CH3:37])[CH2:24][N:23]3[C:40]([CH3:41])=[N:39][N:38]=[C:22]3[CH2:21]2)=[O:19])[CH2:15][CH3:16])[CH:12]=[CH:11][C:7]=1[C:8]([O:10][C:7]([CH3:11])([CH3:8])[CH3:6])=[O:9]. Procedure: The compound 87a obtained at Step (1) (58.2 mg) was dissolved in 1,4-dioxane (1.5 ml), and the mixture was stirred at 100° C. for 30 minutes. The reaction solution was concentrated, then the residue was purified by flash column chromatography (silica gel, chloroform/ethyl acetate/methanol=7/7/2) to obtain tert-butyl 2-amino-4-[(1R)-1-({[(6S)-6-(5-chloro-2-methoxybenzyl)-3-methyl-7-oxo-6,7-dihydro-5H-[1,2,4]triazolo[4,3-a][1,4]diazepin-8(9H)-yl]carbonyl}amino)propyl]benzoate (compound 87b) (33.4 ... Starting materials: C(C)(C)(C)C=1C(=C(C(=O)O)C=CC1[C@@H](CC)NC(=O)N1CC(NC[C@@H](C1=O)CC1=C(C=CC(=C1)Cl)OC)=NNC(C)=O)N (tert-butyl 2-amino-4-[(1R)-1-({[3-(2-acetylhydrazono)-(6S)-6-(5-chloro-2-methoxybenzyl)-7-oxo-1,4-diazepan-1-yl]carbonyl}amino)propyl]benzoic acid). Product: NC1=C(C(=O)OC(C)(C)C)C=CC(=C1)[C@@H](CC)NC(=O)N1CC=2N(C[C@@H](C1=O)CC1=C(C=CC(=C1)Cl)OC)C(=NN2)C (tert-butyl 2-amino-4-[(1R)-1-({[(6S)-6-(5-chloro-2-methoxybenzyl)-3-methyl-7-oxo-6,7-dihydro-5H-[1,2,4]triazolo[4,3-a][1,4]diazepin-8(9H)-yl]carbonyl}amino)propyl]benzoate).